Dataset: the Open Reaction Database (ORD), a public repository of structured organic reaction records. Task: describe an organic reaction: reactants, conditions, products, and yield Yields the product NC=1C=C(C(=O)OCC)C=CC1N (ethyl 3,4-diaminobenzoate). Reactants: NC=1C=C(C(=O)O)C=CC1N (3,4-diaminobenzoic acid), C(C)O (ethanol), Cl (Hydrogen chloride). Reaction SMILES: [NH2:1][C:2]1[CH:3]=[C:4]([CH:8]=[CH:9][C:10]=1[NH2:11])[C:5]([OH:7])=[O:6].Cl.[CH2:13](O)[CH3:14]>>[NH2:1][C:2]1[CH:3]=[C:4]([CH:8]=[CH:9][C:10]=1[NH2:11])[C:5]([O:7][CH2:13][CH3:14])=[O:6]. Procedure details: One mole (152 g.) of 3,4-diaminobenzoic acid was stirred with 2 liters of ethanol in a Morton flask. Hydrogen chloride gas was passed through the stirred suspension for about 2 hours. As the gas was absorbed, the slurry became gel-like in character. Ethanol (500 ml.) was added to the reaction mixture to disperse the gel. The reaction mixture was refluxed 24 hours. The mixture was filtered and the filtrate was evaporated to dryness in vacuo. The filter cake and the filtrate residue were dissolved... The yield is 58.5%. Product: NCC=1C(=NC(=C(C1)F)NC1=NNC(=C1)C1CC1)N[C@@H](C)C1=CC=C(C=C1)F ((S)-3-(Aminomethyl)-N6-(5-cyclopropyl-1H-pyrazol-3-yl)-5-fluoro-N2-(1-(4-fluorophenyl)ethyl)pyridine-2,6-diamine). Run at time 6 hour. Reactants: C1(CC1)C1=CC(=NN1)NC1=NC(=C(C#N)C=C1F)N[C@@H](C)C1=CC=C(C=C1)F ((S)-6-(5-Cyclopropyl-1H-pyrazol-3-ylamino)-5-fluoro-2-(1-(4-fluorophenyl)ethylamino)nicotinonitrile), Cl (HCl). RXN SMILES: [CH:1]1([C:4]2[NH:8][N:7]=[C:6]([NH:9][C:10]3[C:17]([F:18])=[CH:16][C:13]([C:14]#[N:15])=[C:12]([NH:19][C@H:20]([C:22]4[CH:27]=[CH:26][C:25]([F:28])=[CH:24][CH:23]=4)[CH3:21])[N:11]=3)[CH:5]=2)[CH2:3][CH2:2]1.Cl>[Pd].CO>[NH2:15][CH2:14][C:13]1[C:12]([NH:19][C@H:20]([C:22]2[CH:23]=[CH:24][C:25]([F:28])=[CH:26][CH:27]=2)[CH3:21])=[N:11][C:10]([NH:9][C:6]2[CH:5]=[C:4]([CH:1]3[CH2:3][CH2:2]3)[NH:8][N:7]=2)=[C:17]([F:18])[CH:16]=1. The solvent is CO (MeOH). Procedure details: To a MeOH solution (5 ml) was added (S)-6-(5-cyclopropyl-1H-pyrazol-3-ylamino)-5-fluoro-2-(1-(4-fluorophenyl)ethylamino)nicotinonitrile (Example 1; 0.15 g, 0.4 mmol), conc. HCl (0.1 ml), and Pd (10 wt. %, dry basis, on activated carbon, 0.12 g). The mixture was then flushed with N2, evacuated, and then placed under 40 psi of H2 for 6 hrs. The reaction was then evacuated, flushed with N2, filtered, washed with MeOH (3×30 ml), and concentrated. The resulting solid was dissolved in the mixture of D... The reagents and catalysts are [Pd] (Pd). Starting materials: S(=O)(Cl)Cl (thionyl chloride), C(CCCC)C1CC(C1)C(=O)O (3-pentylcyclobutanecarboxylic acid), resultant mixture. Run in C1=CC=CC=C1 (benzene). Yields the product C(CCCC)C1CC(C1)C(=O)Cl (3-pentylcyclobutanecarboxylic acid chloride). Isolated yield 91.1%. RXN SMILES: S(Cl)([Cl:3])=O.[CH2:5]([CH:10]1[CH2:13][CH:12]([C:14]([OH:16])=O)[CH2:11]1)[CH2:6][CH2:7][CH2:8][CH3:9]>C1C=CC=CC=1>[CH2:5]([CH:10]1[CH2:13][CH:12]([C:14]([Cl:3])=[O:16])[CH2:11]1)[CH2:6][CH2:7][CH2:8][CH3:9]. Reported procedure: A reaction vessel was charged with 140 g of thionyl chloride and 100 ml of benzene, and 100 g of 3-pentylcyclobutanecarboxylic acid was added dropwise under reflux with stirring. The resultant mixture was refluxed with stirring for 8 hours and the excess thionyl chloride was azeotropically distilled off with benzene and the residue was distilled under reduced pressure to obtain 101 g (yield 91%) of 3-pentylcyclobutanecarboxylic acid chloride. Starting materials: CC(C)O, C=C(C)C(C(=O)OCc1ccc(OC)cc1)N1C(=O)C(NC(=O)Cc2ccccc2)C1SSc1nc2ccccc2s1, O=S(=S)(Oc1nc2ccccc2s1)c1ccccc1. The product is C=C(C)C(C(=O)OCc1ccc(OC)cc1)N1C(=O)C(NC(=O)Cc2ccccc2)C1SS(=O)(=O)c1ccccc1. As a reaction SMILES: [CH:62]([OH:63])([CH3:64])[CH3:65].[c:1]1([CH2:7][C:8](=[O:9])[NH:10][CH:11]2[C:12](=[O:42])[N:13]([CH:26]([C:27](=[O:28])[O:29][CH2:30][c:31]3[cH:32][cH:33][c:34]([O:37][CH3:38])[cH:35][cH:36]3)[C:39](=[CH2:40])[CH3:41])[CH:14]2[S:15][S:16][c:17]2[s:18][c:19]3[cH:20][cH:21][cH:22][cH:23][c:24]3[n:25]2)[cH:2][cH:3][cH:4][cH:5][cH:6]1.[c:43]1([S:49](=[O:50])([O:51][c:52]2[s:53][c:54]3[cH:55][cH:56][cH:57][cH:58][c:59]3[n:60]2)=[S:61])[cH:44][cH:45][cH:46][cH:47][cH:48]1>>[c:1]1([CH2:7][C:8](=[O:9])[NH:10][CH:11]2[C:12](=[O:42])[N:13]([CH:26]([C:27](=[O:28])[O:29][CH2:30][c:31]3[cH:32][cH:33][c:34]([O:37][CH3:38])[cH:35][cH:36]3)[C:39](=[CH2:40])[CH3:41])[CH:14]2[S:51][S:49]([c:43]2[cH:44][cH:45][cH:46][cH:47][cH:48]2)(=[O:50])=[O:61])[cH:2][cH:3][cH:4][cH:5][cH:6]1.